From a dataset of the Open Reaction Database (ORD), a public repository of structured organic reaction records. describe an organic reaction: reactants, conditions, products, and yield Reactants: [N+](=O)(O)[O-] (nitric acid), COCC1=C2CN3C(=NC2=CC=C1)NC(C3)=O (6-methoxymethyl-1,2,3,5-tetrahydroimidazo[2,1-b]-quinazolin-2-one), [N+](=O)(O)[O-].S(O)(O)(=O)=O (nitric acid sulfuric acid). Solvent: C(C)#N (acetonitrile). Reaction conditions: time 45 minute. Yields the product [N+](=O)([O-])C=1C(=C2CN3C(=NC2=CC1)NC(C3)=O)COC (7-Nitro-6-methoxymethyl-1,2,3,5-tetrahydroimidazo[2,1-b]-quinazolin-2-one). As a reaction SMILES: [CH3:1][O:2][CH2:3][C:4]1[CH:13]=[CH:12][CH:11]=[C:10]2[C:5]=1[CH2:6][N:7]1[CH2:16][C:15](=[O:17])[NH:14][C:8]1=[N:9]2.[N+:18]([O-])([OH:20])=[O:19].[N+]([O-])(O)=O.S(=O)(=O)(O)O>C(#N)C>[N+:18]([C:13]1[C:4]([CH2:3][O:2][CH3:1])=[C:5]2[C:10](=[CH:11][CH:12]=1)[N:9]=[C:8]1[NH:14][C:15](=[O:17])[CH2:16][N:7]1[CH2:6]2)([O-:20])=[O:19] |f:2.3|. Reported procedure: To a stirred, 0° suspension of 11.20 g. (6.0 × 10-2 moles) of 6-methoxymethyl-1,2,3,5-tetrahydroimidazo[2,1-b]-quinazolin-2-one in acetonitrile (150 ml.) is added dropwise 83.0 g. (6.6 × 1012 moles of nitric acid) of a 5% nitric acid/sulfuric acid solution. The mixture is allowed to stir at 0° for 45 minutes, warmed to room temperature and stirred an additional two hours. The mixture is poured into 700 ml. of ice water, the organic layer separated, the acidic aqueous solution washed with methyle... Reactants: O=C([O-])[O-], CCNCC, CN(C)C=O, COc1cc2c(Oc3ccc(C)cc3C(=O)c3ccccc3)ccnc2cc1OCCCl, [K+], [K+], O. The product is CCN(CC)CCOc1cc2nccc(Oc3ccc(C)cc3C(=O)c3ccccc3)c2cc1OC. RXN SMILES: [C:38](=[O:39])([O-:40])[O-:41].[CH2:33]([CH3:34])[NH:35][CH2:36][CH3:37].[CH3:45][N:46]([CH3:47])[CH:48]=[O:49].[Cl:1][CH2:2][CH2:3][O:4][c:5]1[c:6]([O:31][CH3:32])[cH:7][c:8]2[c:9]([O:15][c:16]3[c:17]([C:23](=[O:24])[c:25]4[cH:26][cH:27][cH:28][cH:29][cH:30]4)[cH:18][c:19]([CH3:22])[cH:20][cH:21]3)[cH:10][cH:11][n:12][c:13]2[cH:14]1.[K+:42].[K+:43].[OH2:44]>>[CH2:2]([CH2:3][O:4][c:5]1[c:6]([O:31][CH3:32])[cH:7][c:8]2[c:9]([O:15][c:16]3[c:17]([C:23](=[O:24])[c:25]4[cH:26][cH:27][cH:28][cH:29][cH:30]4)[cH:18][c:19]([CH3:22])[cH:20][cH:21]3)[cH:10][cH:11][n:12][c:13]2[cH:14]1)[N:35]([CH2:33][CH3:34])[CH2:36][CH3:37]. The reactants are CBr (methyl bromide), [K] (potassium), ClC1=C(C(=CC(=C1)C(F)(F)F)Cl)N1N=C(C(=C1NC(COCC)=O)S(=O)C(F)(F)F)C#N (1-(2,6-dichloro-4-trifluoromethylphenyl)-3-cyano-4-trifluoromethylsulfinyl-5-(ethoxyacetamido)pyrazole). Solvent: C(C)#N (acetonitrile), C(C)#N (acetonitrile). Run at temperature 60 celsius, time 6 hour. Product: ClC1=C(C(=CC(=C1)C(F)(F)F)Cl)N1N=C(C(=C1N(C(COCC)=O)C)S(=O)C(F)(F)F)C#N (1-(2,6-dichloro-4-trifluoromethylphenyl)-3-cyano-4-trifluoromethylsulfinyl-5-(N-methylethoxyacetamido)pyrazole). Isolated yield 64.0%. RXN SMILES: [K].[Cl:2][C:3]1[CH:8]=[C:7]([C:9]([F:12])([F:11])[F:10])[CH:6]=[C:5]([Cl:13])[C:4]=1[N:14]1[C:18]([NH:19][C:20](=[O:25])[CH2:21][O:22][CH2:23][CH3:24])=[C:17]([S:26]([C:28]([F:31])([F:30])[F:29])=[O:27])[C:16]([C:32]#[N:33])=[N:15]1.[CH3:34]Br>C(#N)C>[Cl:13][C:5]1[CH:6]=[C:7]([C:9]([F:12])([F:11])[F:10])[CH:8]=[C:3]([Cl:2])[C:4]=1[N:14]1[C:18]([N:19]([CH3:34])[C:20](=[O:25])[CH2:21][O:22][CH2:23][CH3:24])=[C:17]([S:26]([C:28]([F:31])([F:29])[F:30])=[O:27])[C:16]([C:32]#[N:33])=[N:15]1 |^1:0|. Procedure details: To a suspension of the potassium salt of 1-(2,6-dichloro-4-trifluoromethylphenyl)-3-cyano-4-trifluoromethylsulfinyl-5-(ethoxyacetamido)pyrazole, prepared in Step 1 above, (18.9 g, assay=75.6%, 0.026 mol) in 56.8 g of acetonitrile, a solution of methyl bromide in acetonitrile (86.5 g, conc=28%, 0.255 mol) was added. The mixture was stirred during 6 hours at 60° C. and then concentrated to dryness. The residue was solubilized in a mixture of toluene (100 g) and water (100 g). The organic layer was... Starting materials: COC(=O)CCCI, CS(C)=O, CCN(C(C)C)C(C)C, NC1CCC(CNc2nc(NCc3ccccc3OC(F)(F)F)ncc2[N+](=O)[O-])CC1, CN(C)C=O. Product: COC(=O)CCCNC1CCC(CNc2nc(NCc3ccccc3OC(F)(F)F)ncc2[N+](=O)[O-])CC1. Reaction SMILES: [CH3:41][O:42][C:43]([CH2:44][CH2:45][CH2:46][I:47])=[O:48].[CH3:54][S:55]([CH3:56])=[O:57].[CH:32]([N:33]([CH2:34][CH3:35])[CH:36]([CH3:37])[CH3:38])([CH3:39])[CH3:40].[NH2:1][CH:2]1[CH2:3][CH2:4][CH:5]([CH2:8][NH:9][c:10]2[n:11][c:12]([NH:19][CH2:20][c:21]3[c:22]([O:27][C:28]([F:29])([F:30])[F:31])[cH:23][cH:24][cH:25][cH:26]3)[n:13][cH:14][c:15]2[N+:16](=[O:17])[O-:18])[CH2:6][CH2:7]1.[O:49]=[CH:50][N:51]([CH3:52])[CH3:53]>>[NH:1]([CH:2]1[CH2:3][CH2:4][CH:5]([CH2:8][NH:9][c:10]2[n:11][c:12]([NH:19][CH2:20][c:21]3[c:22]([O:27][C:28]([F:29])([F:30])[F:31])[cH:23][cH:24][cH:25][cH:26]3)[n:13][cH:14][c:15]2[N+:16](=[O:17])[O-:18])[CH2:6][CH2:7]1)[CH2:46][CH2:45][CH2:44][C:43]([O:42][CH3:41])=[O:48]. Product: COc1nc(C(C)(C)C)ccc1C#N. Reaction SMILES: [C:1]([CH3:2])([CH3:3])([CH3:4])[c:5]1[n:6][c:7]([Cl:13])[c:8]([C:9]#[N:10])[cH:11][cH:12]1.[CH3:14][O-:15].[CH3:19][OH:20].[Cl-:17].[NH4+:18].[Na+:16]>>[C:1]([CH3:2])([CH3:3])([CH3:4])[c:5]1[n:6][c:7]([O:15][CH3:14])[c:8]([C:9]#[N:10])[cH:11][cH:12]1. Reactants: CC(C)(C)c1ccc(C#N)c(Cl)n1, C[O-], CO, [Cl-], [NH4+], [Na+]. The reactants are CN1C=C(C2=CC=CC=C12)CC(=O)O (1-methyl-3-indoleacetic acid), C(CC)I (propyliodide), C(CCC)[Li] (butyl lithium), C(C)(C)NC(C)C (diisopropylamine). The solvent is O1CCCC1 (tetrahydrofurane), O1CCCC1 (tetrahydrofurane). Conditions: time 25 minute. Product: CN1C=C(C2=CC=CC=C12)C(C(=O)O)CCC (2-(1-methyl-1H-indol-3-yl)pentanoic acid). As a reaction SMILES: [CH2:1]([Li])[CH2:2][CH2:3]C.C(NC(C)C)(C)C.[CH3:13][N:14]1[C:22]2[C:17](=[CH:18][CH:19]=[CH:20][CH:21]=2)[C:16]([CH2:23][C:24]([OH:26])=[O:25])=[CH:15]1.C(I)CC>O1CCCC1>[CH3:13][N:14]1[C:22]2[C:17](=[CH:18][CH:19]=[CH:20][CH:21]=2)[C:16]([CH:23]([CH2:1][CH2:2][CH3:3])[C:24]([OH:26])=[O:25])=[CH:15]1. Procedure: Under a nitrogen atmosphere, butyl lithium (1.6M, 10 mL, 16 mmol) was added at −78° C. to a solution of diisopropylamine (2.22 mL, 15.84 mmol) in anhydrous tetrahydrofurane. After 25 minutes, a solution of 1-methyl-3-indoleacetic acid (1 g, 5.28 mmol) in tetrahydrofurane (20 mL) was slowly added at −78° C., followed by the addition of propyliodide (1 mL, 10 mmol) after 45 minutes. The mixture was then warmed to room temperature and stirred for 2 hours. The mixture was quenched with water (2 mL) ... Starting materials: NC1=C2N=CN(C2=NC(=N1)OCCOC)CC=1C=C(C=CC1)P(OCC)(OCC)=O (Diethyl 3-((6-amino-2-(2-methoxyethoxy)-9H-purin-9-yl)methyl)phenylphosphonate), BrN1C(CCC1=O)=O (N-bromosuccinimide). The solvent is C(C)#N (acetonitrile), C(C)(=O)OCC (ethyl acetate). Run at time 2 hour. Product: NC1=C2N=C(N(C2=NC(=N1)OCCOC)CC=1C=C(C=CC1)P(OCC)(OCC)=O)Br (Diethyl 3-((6-amino-8-bromo-2-(2-methoxyethoxy)-9H-purin-9-yl)methyl)phenylphosphonate). Reaction SMILES: [NH2:1][C:2]1[N:10]=[C:9]([O:11][CH2:12][CH2:13][O:14][CH3:15])[N:8]=[C:7]2[C:3]=1[N:4]=[CH:5][N:6]2[CH2:16][C:17]1[CH:18]=[C:19]([P:23](=[O:30])([O:27][CH2:28][CH3:29])[O:24][CH2:25][CH3:26])[CH:20]=[CH:21][CH:22]=1.[Br:31]N1C(=O)CCC1=O>C(#N)C.C(OCC)(=O)C>[NH2:1][C:2]1[N:10]=[C:9]([O:11][CH2:12][CH2:13][O:14][CH3:15])[N:8]=[C:7]2[C:3]=1[N:4]=[C:5]([Br:31])[N:6]2[CH2:16][C:17]1[CH:18]=[C:19]([P:23](=[O:30])([O:24][CH2:25][CH3:26])[O:27][CH2:28][CH3:29])[CH:20]=[CH:21][CH:22]=1. Procedure: Diethyl 3-((6-amino-2-(2-methoxyethoxy)-9H-purin-9-yl)methyl)phenylphosphonate (30) (400 mg, 0.92 mmol) was dissolved in acetonitrile and N-bromosuccinimide (500 mg, 2.8 mmol) was added in one portion. After stirring at room temperature for 2 h, the reaction mixture was diluted with ethyl acetate (150 mL) and washed with water, 0.2 M sodium thiosulfate solution and brine. The organic phase was dried with sodium sulfate and the solvent was removed under vacuum. The crude diethyl 3-((6-amino-8-bro... The reactants are C(C)(C)(C)[Si](N1C=C(C=2C1=NC=C(C2)C2=CC=C(C=C2)N(C)C)[Sn](CCCC)(CCCC)CCCC)(C)C ({4-[1-(tert-Butyl-dimethyl-silanyl)-3-tributylstannyl-1H-pyrrolo[2,3-b]pyridin-5-yl]-phenyl}-dimethyl-amine), BrC1=CSC=C1C (3-bromo-4-methylthiophene), C1(=C(C=CC=C1)P(C1=C(C=CC=C1)C)C1=C(C=CC=C1)C)C (tri-o-tolylphosphine). The reagents and catalysts are CC#N.CC#N.Cl[Pd]Cl (PdCl2(MeCN)2). Run in C1(=CC=CC=C1)C (toluene), CCOC(=O)C (AcOEt). Conditions: temperature 85 celsius, time 8 hour. Product: CN(C1=CC=C(C=C1)C=1C=C2C(=NC1)NC=C2C2=CSC=C2C)C (Dimethyl-{4-[3-(4-methyl-thiophen-3-yl)-1H-pyrrolo[2,3-b]pyridin-5-yl]-phenyl}-amine). The yield is 20.8%. Reaction SMILES: C([Si](C)(C)[N:6]1[C:10]2=[N:11][CH:12]=[C:13]([C:15]3[CH:20]=[CH:19][C:18]([N:21]([CH3:23])[CH3:22])=[CH:17][CH:16]=3)[CH:14]=[C:9]2[C:8]([Sn](CCCC)(CCCC)CCCC)=[CH:7]1)(C)(C)C.Br[C:40]1[C:44]([CH3:45])=[CH:43][S:42][CH:41]=1.C1(C)C=CC=CC=1P(C1C=CC=CC=1C)C1C=CC=CC=1C>C1(C)C=CC=CC=1.CCOC(C)=O.CC#N.CC#N.Cl[Pd]Cl>[CH3:23][N:21]([CH3:22])[C:18]1[CH:17]=[CH:16][C:15]([C:13]2[CH:14]=[C:9]3[C:8]([C:40]4[C:44]([CH3:45])=[CH:43][S:42][CH:41]=4)=[CH:7][NH:6][C:10]3=[N:11][CH:12]=2)=[CH:20][CH:19]=1 |f:5.6.7|. Procedure: A mixture of 7 (129.7 mg, 0.186 mmol), 3-bromo-4-methylthiophene (30 μL, 0.30 mmol), PdCl2(MeCN)2 (4.8 mg, 18.6 μmol), tri-o-tolylphosphine (11.4 mg, 37.5 μmol) in toluene (1.7 mL) was stirred under N2 at 85° C. overnight. The reaction mixture was cooled to r.t., diluted with AcOEt (3 mL), and extracted with 10% aqueous HCl ((4×0.5 mL). combined aqueous solutions were washed with CH2Cl2 (2 mL), and basified with 10% aqueous NaOH (2.5 mL). The mixture was extracted with CH2Cl2:MeOH=19:1 (4×3 mL).... The reactants are [H-].[Na+] (NaH), C1(=CC=CC=C1)O (phenol), BrC=1C=CC=C2C=CC(=NC12)Cl (8-bromo-2-chloroquinoline). Run in C1CCOC1 (THF), C1CCOC1 (THF). Reaction conditions: temperature 0 celsius, time 1 hour. Product: BrC=1C=CC=C2C=CC(=NC12)OC1=CC=CC=C1 (8-bromo-2-phenoxyquinoline). The yield is 41.0%. RXN SMILES: [H-].[Na+].[C:3]1([OH:9])[CH:8]=[CH:7][CH:6]=[CH:5][CH:4]=1.[Br:10][C:11]1[CH:12]=[CH:13][CH:14]=[C:15]2[C:20]=1[N:19]=[C:18](Cl)[CH:17]=[CH:16]2>C1COCC1>[Br:10][C:11]1[CH:12]=[CH:13][CH:14]=[C:15]2[C:20]=1[N:19]=[C:18]([O:9][C:3]1[CH:8]=[CH:7][CH:6]=[CH:5][CH:4]=1)[CH:17]=[CH:16]2 |f:0.1|. Reported procedure: NaH (60% w/w in mineral oil; 1.311 g, 32.8 mmol) was added to a solution of phenol (3.09 g, 32.8 mmol, Aldrich) in THF (219 ml) at 0° C.; the resulting mixture was stirred for 10 min before 8-bromo-2-chloroquinoline (178a, 5.30 g, 21.86 mmol, Biofine International, Inc., Vancouver, BC) in THF (100 ml) was added. The reaction was stirred at 0° C. for 1 h before it was warmed to RT and stirred for 3 h, then heated at reflux for 24 h. Purification by silica gel chromatography (100% hexanes to 10% E...